Dataset: the Open Reaction Database (ORD), a public repository of structured organic reaction records. Task: describe an organic reaction: reactants, conditions, products, and yield Reactants: OCC1=NC(=CC=C1O)C (2-hydroxymethyl-6-methyl-pyridin-3-ol). Reagents/catalysts: [O-2].[O-2].[Mn+4] (manganese dioxide). Run in C(Cl)Cl (methylene chloride). Conditions: time 48 hour. The product is OC=1C(=NC(=CC1)C)C=O (3-Hydroxy-6-methyl-pyridine-2-carbaldehyde). The yield is 7.1%. As a reaction SMILES: [OH:1][CH2:2][C:3]1[C:8]([OH:9])=[CH:7][CH:6]=[C:5]([CH3:10])[N:4]=1>C(Cl)Cl.[O-2].[O-2].[Mn+4]>[OH:9][C:8]1[C:3]([CH:2]=[O:1])=[N:4][C:5]([CH3:10])=[CH:6][CH:7]=1 |f:2.3.4|. Reported procedure: To a solution of 2-hydroxymethyl-6-methyl-pyridin-3-ol (1.0 g, 7.19 mmol) in methylene chloride (30 mL) at ambient temperature was added manganese dioxide (12.5 g, 143 mmol). The reactions was stirred for 48 hours, then filtered through celite and concentrated to give the title compound (0.070 g). Yields the product Nc1ccc2c(cnn2CCN2CCCC2)c1. The reactants are CCO, [Cl-], [Fe], O=[N+]([O-])c1ccc2c(cnn2CCN2CCCC2)c1, [NH4+], O. RXN SMILES: [CH3:23][CH2:24][OH:25].[Cl-:20].[Fe:22].[N+:1]([O-:2])(=[O:3])[c:4]1[cH:5][c:6]2[cH:7][n:8][n:9]([CH2:13][CH2:14][N:15]3[CH2:16][CH2:17][CH2:18][CH2:19]3)[c:10]2[cH:11][cH:12]1.[NH4+:21].[OH2:26]>>[NH2:1][c:4]1[cH:5][c:6]2[cH:7][n:8][n:9]([CH2:13][CH2:14][N:15]3[CH2:16][CH2:17][CH2:18][CH2:19]3)[c:10]2[cH:11][cH:12]1.